From a dataset of the Open Reaction Database (ORD), a public repository of structured organic reaction records. describe an organic reaction: reactants, conditions, products, and yield Starting materials: [N+](=O)([O-])C1=C(COC(=O)C(N2C(CC2CC(=S)C2=CC=CC=C2)=O)P(C2=CC=CC=C2)(C2=CC=CC=C2)C2=CC=CC=C2)C=CC=C1 (1-(o-nitrobenzyloxycarbonyl-triphenylphosphoranylmethyl)-4-(phenylthiocarbonylmethyl)-2-azetidinone), Cuprous iodide, CCOCC (ether), C[Li] (Methyl lithium), [NH4+].[Cl-] (NH4Cl). Run in C1CCOC1 (THF), C(Cl)Cl (CH2Cl2). Reaction conditions: time 5 minute. Product: [N+](=O)([O-])C1=C(COC(=O)C(N2C(CC2CC(=O)C)=O)P(C2=CC=CC=C2)(C2=CC=CC=C2)C2=CC=CC=C2)C=CC=C1 (1-(o-nitrobenzyloxycarbonyl-triphenylphosphoranylmethyl)-4-(methylcarbonylmethyl)-2-azetidinone). Reaction SMILES: C[Li].[N+:3]([C:6]1[CH:49]=[CH:48][CH:47]=[CH:46][C:7]=1[CH2:8][O:9][C:10]([CH:12]([PH:27]([C:40]1[CH:45]=[CH:44][CH:43]=[CH:42][CH:41]=1)([C:34]1[CH:39]=[CH:38][CH:37]=[CH:36][CH:35]=1)[C:28]1[CH:33]=[CH:32][CH:31]=[CH:30][CH:29]=1)[N:13]1[CH:16]([CH2:17][C:18]([C:20]2C=CC=CC=2)=S)[CH2:15][C:14]1=[O:26])=[O:11])([O-:5])=[O:4].[NH4+].[Cl-].CC[O:54]CC>C1COCC1.C(Cl)Cl>[N+:3]([C:6]1[CH:49]=[CH:48][CH:47]=[CH:46][C:7]=1[CH2:8][O:9][C:10]([CH:12]([PH:27]([C:34]1[CH:35]=[CH:36][CH:37]=[CH:38][CH:39]=1)([C:28]1[CH:29]=[CH:30][CH:31]=[CH:32][CH:33]=1)[C:40]1[CH:41]=[CH:42][CH:43]=[CH:44][CH:45]=1)[N:13]1[CH:16]([CH2:17][C:18]([CH3:20])=[O:54])[CH2:15][C:14]1=[O:26])=[O:11])([O-:5])=[O:4] |f:2.3|. Reported procedure: Cuprous iodide (0.380 g) is suspended in 10 ml anhydrous ether under N2, in a dry flask and cooled to 0°. Methyl lithium (3.0 ml, 1.3 Molar) is added dropwise and the mixture is stirred at 0° for 5 min to give a yellow suspension. The mixture is then cooled to -50°. 1-(o-nitrobenzyloxycarbonyl-triphenylphosphoranylmethyl)-4-(phenylthiocarbonylmethyl)-2-azetidinone (0.674 g) in 10 ml THF is added dropwise over 5 min. The mixture is stirred at -50° for 5 min and allowed to come to -20° over 20 min... Procedure: The title compound was prepared as described in Example 132 substituting 5-cyano-N-{4-[(cyclopentylacetyl)amino]phenyl}-1,3-dihydro-2H-isoindole-2-carboxamide for 5-cyano-N-(4-(propylcarbamoyl)phenyl)isoindoline-2-carboxamide. 1H NMR (300 MHz, DMSO-d6) δ ppm 9.69 (s, 1H), 8.31 (s, 1H), 7.98 (s, 1H), 7.87-7.78 (m, 2H), 7.53-7.38 (m, 5H), 7.36 (brs, 1H), 4.78 (bs, 4H), 2.32-2.13 (m, 3H), 1.82-1.67 (m, 2H), 1.67-1.42 (m, 4H), 1.27-1.10 (m, 2H); MS (ESI(+)) m/e 407 (M+H)+. RXN SMILES: [C:1]([C:3]1[CH:4]=[C:5]2[C:9](=[CH:10][CH:11]=1)[CH2:8][N:7]([C:12]([NH:14][C:15]1[CH:20]=[CH:19][C:18]([NH:21][C:22](=[O:29])[CH2:23][CH:24]3[CH2:28][CH2:27][CH2:26][CH2:25]3)=[CH:17][CH:16]=1)=[O:13])[CH2:6]2)#[N:2].C(C1C=C2C(=CC=1)CN(C(NC1C=CC(C(=O)NCCC)=CC=1)=[O:42])C2)#N>>[CH:24]1([CH2:23][C:22]([NH:21][C:18]2[CH:19]=[CH:20][C:15]([NH:14][C:12]([N:7]3[CH2:6][C:5]4[C:9](=[CH:10][CH:11]=[C:3]([C:1]([NH2:2])=[O:42])[CH:4]=4)[CH2:8]3)=[O:13])=[CH:16][CH:17]=2)=[O:29])[CH2:28][CH2:27][CH2:26][CH2:25]1. Starting materials: C(#N)C=1C=C2CN(CC2=CC1)C(=O)NC1=CC=C(C=C1)NC(CC1CCCC1)=O (5-cyano-N-{4-[(cyclopentylacetyl)amino]phenyl}-1,3-dihydro-2H-isoindole-2-carboxamide), C(#N)C=1C=C2CN(CC2=CC1)C(=O)NC1=CC=C(C=C1)C(NCCC)=O (5-cyano-N-(4-(propylcarbamoyl)phenyl)isoindoline-2-carboxamide). The product is C1(CCCC1)CC(=O)NC1=CC=C(C=C1)NC(=O)N1CC2=CC=C(C=C2C1)C(=O)N (N2-{4-[(cyclopentylacetyl)amino]phenyl}-1,3-dihydro-2H-isoindole-2,5-dicarboxamide). Starting materials: Intermediate 152, C(=O)(O)CCCN([C@@H](C(C)C)C(=O)N[C@@H](C(C)C)C(=O)N(C)[C@H]([C@@H](CC(=O)N1[C@@H](CCC1)[C@@H]([C@H](C(=O)N[C@H](C(=O)N)CC1=CC=CC=C1)C)OC)OC)[C@H](CC)C)C (N-(3-carboxypropyl)-N-methyl-L-valyl-N-[(3R,4S,5S)-1-{(2S)-2-[(1R,2R)-3-{[(2S)-1-amino-1-oxo-3-phenylpropan-2-yl]amino}-1-methoxy-2-methyl-3-oxopropyl]pyrrolidin-1-yl}-3-methoxy-5-methyl-1-oxoheptan-4-yl]-N-methyl-L-valinamide), O=C1N(C(C=C1)=O)CCCCCC(=O)NN (6-(2,5-dioxo-2,5-dihydro-1H-pyrrol-1-yl)hexanehydrazide). Yields the product O=C1N(C(C=C1)=O)CCCCCC(=O)NNC(CCCN([C@@H](C(C)C)C(=O)N[C@@H](C(C)C)C(=O)N(C)[C@H]([C@@H](CC(=O)N1[C@@H](CCC1)[C@@H]([C@H](C(=O)N[C@H](C(=O)N)CC1=CC=CC=C1)C)OC)OC)[C@H](CC)C)C)=O (N-(4-{2-[6-(2,5-dioxo-2,5-dihydro-1H-pyrrol-1-yl)hexanoyl]hydrazino}-4-oxobutyl)-N-methyl-L-valyl-N-[(3R,4S,5S)-1-{(2S)-2-[(1R,2R)-3-{[(2S)-1-amino-1-oxo-3-phenylpropan-2-yl]amino}-1-methoxy-2-methyl-3-oxopropyl]pyrrolidin-1-yl}-3-methoxy-5-methyl-1-oxoheptan-4-yl]-N-methyl-L-valinamide). Reaction SMILES: [C:1]([CH2:4][CH2:5][CH2:6][N:7]([CH3:58])[C@H:8]([C:12]([NH:14][C@H:15]([C:19]([N:21]([C@@H:23]([C@@H:54]([CH3:57])[CH2:55][CH3:56])[C@H:24]([O:52][CH3:53])[CH2:25][C:26]([N:28]1[CH2:32][CH2:31][CH2:30][C@H:29]1[C@H:33]([O:50][CH3:51])[C@@H:34]([CH3:49])[C:35]([NH:37][C@@H:38]([CH2:42][C:43]1[CH:48]=[CH:47][CH:46]=[CH:45][CH:44]=1)[C:39]([NH2:41])=[O:40])=[O:36])=[O:27])[CH3:22])=[O:20])[CH:16]([CH3:18])[CH3:17])=[O:13])[CH:9]([CH3:11])[CH3:10])([OH:3])=O.[O:59]=[C:60]1[CH:64]=[CH:63][C:62](=[O:65])[N:61]1[CH2:66][CH2:67][CH2:68][CH2:69][CH2:70][C:71]([NH:73][NH2:74])=[O:72]>>[O:65]=[C:62]1[CH:63]=[CH:64][C:60](=[O:59])[N:61]1[CH2:66][CH2:67][CH2:68][CH2:69][CH2:70][C:71]([NH:73][NH:74][C:1](=[O:3])[CH2:4][CH2:5][CH2:6][N:7]([CH3:58])[C@H:8]([C:12]([NH:14][C@H:15]([C:19]([N:21]([C@@H:23]([C@@H:54]([CH3:57])[CH2:55][CH3:56])[C@H:24]([O:52][CH3:53])[CH2:25][C:26]([N:28]1[CH2:32][CH2:31][CH2:30][C@H:29]1[C@H:33]([O:50][CH3:51])[C@@H:34]([CH3:49])[C:35]([NH:37][C@@H:38]([CH2:42][C:43]1[CH:44]=[CH:45][CH:46]=[CH:47][CH:48]=1)[C:39]([NH2:41])=[O:40])=[O:36])=[O:27])[CH3:22])=[O:20])[CH:16]([CH3:18])[CH3:17])=[O:13])[CH:9]([CH3:10])[CH3:11])=[O:72]. Reported procedure: This compound was prepared in analogy to the synthesis described in Intermediate 152, from N-(3-carboxypropyl)-N-methyl-L-valyl-N-[(3R,4S,5S)-1-{(2S)-2-[(1R,2R)-3-{[(2S)-1-amino-1-oxo-3-phenylpropan-2-yl]amino}-1-methoxy-2-methyl-3-oxopropyl]pyrrolidin-1-yl}-3-methoxy-5-methyl-1-oxoheptan-4-yl]-N-methyl-L-valinamide and commercially available 6-(2,5-dioxo-2,5-dihydro-1H-pyrrol-1-yl)hexanehydrazide. Starting materials: [F-].[K+] (potassium fluoride), Cl.N1CCC(CC1)NC(=O)C1=NN(C2=CC=CC=C12)CCC (N-(4-piperidyl)-1-n-propylindazole-3-carboxamide hydrochloride), BrCCCC (1-bromobutane). The solvent is C(C)#N (acetonitrile). Product: C(CCC)N1CCC(CC1)NC(=O)C1=NN(C2=CC=CC=C12)CCC (N-(1-n-Butyl-4-piperidyl)-1-n-propylindazole-3-carboxamide). Yield: 69.0%. Reaction SMILES: Cl.[NH:2]1[CH2:7][CH2:6][CH:5]([NH:8][C:9]([C:11]2[C:19]3[C:14](=[CH:15][CH:16]=[CH:17][CH:18]=3)[N:13]([CH2:20][CH2:21][CH3:22])[N:12]=2)=[O:10])[CH2:4][CH2:3]1.[F-].[K+].Br[CH2:26][CH2:27][CH2:28][CH3:29]>C(#N)C>[CH2:26]([N:2]1[CH2:7][CH2:6][CH:5]([NH:8][C:9]([C:11]2[C:19]3[C:14](=[CH:15][CH:16]=[CH:17][CH:18]=3)[N:13]([CH2:20][CH2:21][CH3:22])[N:12]=2)=[O:10])[CH2:4][CH2:3]1)[CH2:27][CH2:28][CH3:29] |f:0.1,2.3|. Procedure: To a suspension of N-(4-piperidyl)-1-n-propylindazole-3-carboxamide hydrochloride (0.52 g) obtained in Example 20 in acetonitrile were successively added 50% potassium fluoride--Celite (1.10 g) and 1-bromobutane (0.22 ml), and the mixture was heated under reflux for 11 hours. The reaction solution was filtered off, distilled off under reduced pressure, and to the residue was added chloroform and saturated aqueous sodium hydrogencarbonate. After extraction with chloroform, the chloroform layer wa...